This data is from the Open Reaction Database (ORD), a public repository of structured organic reaction records. The task is: describe an organic reaction: reactants, conditions, products, and yield Starting materials: N#CCC1CC(CC(=O)O)OC2(CCCC2)O1, CO, [H][H], N, O. Yields the product NCCC1CC(CC(=O)O)OC2(CCCC2)O1. Reaction SMILES: [C:1](#[N:2])[CH2:3][CH:4]1[CH2:5][CH:6]([CH2:14][C:15](=[O:16])[OH:17])[O:7][C:8]2([CH2:9][CH2:10][CH2:11][CH2:12]2)[O:13]1.[CH3:22][OH:23].[H:20][H:21].[NH3:18].[OH2:19]>>[CH2:1]([NH2:2])[CH2:3][CH:4]1[CH2:5][CH:6]([CH2:14][C:15](=[O:16])[OH:17])[O:7][C:8]2([CH2:9][CH2:10][CH2:11][CH2:12]2)[O:13]1. The reactants are N1CCC(C(=O)OCC)CC1 (Ethyl isonipecotate), [BH-](OC(=O)C)(OC(=O)C)OC(=O)C.[Na+] (NaBH(OAc)3), C(=O)(O)[O-].[Na+] (NaHCO3), CC1=NN2C(N=CC3=C2N=C(C(=C3)C3=CC=CC=C3)C3=CC=C(C=O)C=C3)=C1 (4-(2-methyl-7-phenylpyrazolo[1,5-a]pyrido[3,2-e]pyrimidin-8-yl)benzaldehyde). Solvent: C(C)(=O)O (acetic acid), O1CCOCC1 (dioxane). Reaction conditions: time 24 hour. The product is CC1=NN2C(N=CC3=C2N=C(C(=C3)C3=CC=CC=C3)C3=CC=C(CN2CCC(CC2)C(=O)OCC)C=C3)=C1 (Ethyl 1-[4-(2-methyl-7-phenylpyrazolo[1,5-a]pyrido[3,2-e]pyrimidin-8-yl)benzyl]piperidine-4-carboxylate). RXN SMILES: [CH3:1][C:2]1[CH:28]=[C:5]2[N:6]=[CH:7][C:8]3[CH:13]=[C:12]([C:14]4[CH:19]=[CH:18][CH:17]=[CH:16][CH:15]=4)[C:11]([C:20]4[CH:27]=[CH:26][C:23]([CH:24]=O)=[CH:22][CH:21]=4)=[N:10][C:9]=3[N:4]2[N:3]=1.[NH:29]1[CH2:39][CH2:38][CH:32]([C:33]([O:35][CH2:36][CH3:37])=[O:34])[CH2:31][CH2:30]1.[BH-](OC(C)=O)(OC(C)=O)OC(C)=O.[Na+].C([O-])(O)=O.[Na+]>O1CCOCC1.C(O)(=O)C>[CH3:1][C:2]1[CH:28]=[C:5]2[N:6]=[CH:7][C:8]3[CH:13]=[C:12]([C:14]4[CH:15]=[CH:16][CH:17]=[CH:18][CH:19]=4)[C:11]([C:20]4[CH:21]=[CH:22][C:23]([CH2:24][N:29]5[CH2:30][CH2:31][CH:32]([C:33]([O:35][CH2:36][CH3:37])=[O:34])[CH2:38][CH2:39]5)=[CH:26][CH:27]=4)=[N:10][C:9]=3[N:4]2[N:3]=1 |f:2.3,4.5|. Reported procedure: Compound (11-1) (1.28 g, 3.51 mmol, 1.0 eq) was dissolved in dioxane (38 mL, anhydrous). Ethyl isonipecotate (1.66 g, 10.5 mmol, 3.0 eq), glacial acetic acid (1.90 mL), and NaBH(OAc)3 (2.98 g, 14.1 mmol, 4.0 eq) were added and the reaction stirred at room temperature for 24 hours. The crude reaction was neutralized with NaHCO3 (aq.) and extracted with CHCl3 (×3). The combined organics were dried with brine and Na2SO4, and then concentrated in vacuo. The residue was purified by silica gel chromat... Starting materials: CN(C)CC(=O)Cl, ClC(Cl)Cl, Cl, CN1C(=C2SC(=Nc3cccc(N)c3)N(Cc3ccccc3)C2=O)Sc2ccccc21. Product: CN(C)CC(=O)Nc1cccc(N=C2SC(=C3Sc4ccccc4N3C)C(=O)N2Cc2ccccc2)c1. Reaction SMILES: [CH3:33][N:34]([CH3:35])[CH2:36][C:37](=[O:38])[Cl:39].[CH:40]([Cl:41])([Cl:42])[Cl:43].[ClH:32].[NH2:1][c:2]1[cH:3][c:4]([N:8]=[C:9]2[S:10][C:11](=[C:22]3[S:23][c:24]4[c:25]([cH:28][cH:29][cH:30][cH:31]4)[N:26]3[CH3:27])[C:12](=[O:21])[N:13]2[CH2:14][c:15]2[cH:16][cH:17][cH:18][cH:19][cH:20]2)[cH:5][cH:6][cH:7]1>>[NH:1]([c:2]1[cH:3][c:4]([N:8]=[C:9]2[S:10][C:11](=[C:22]3[S:23][c:24]4[c:25]([cH:28][cH:29][cH:30][cH:31]4)[N:26]3[CH3:27])[C:12](=[O:21])[N:13]2[CH2:14][c:15]2[cH:16][cH:17][cH:18][cH:19][cH:20]2)[cH:5][cH:6][cH:7]1)[C:37]([CH2:36][N:34]([CH3:33])[CH3:35])=[O:38].